The task is: describe an organic reaction: reactants, conditions, products, and yield. This data is from the Open Reaction Database (ORD), a public repository of structured organic reaction records. Starting materials: COC(=O)C1CN(C1)C1=CC=C(C=C1)C1=NOC(C1)(C(F)(F)F)C1=CC(=C(C(=C1)Cl)Cl)Cl (1-{4-[5-(3,4,5-trichloro-phenyl)-5-trifluoromethyl-4,5-dihydro-isoxazol-3-yl]-phenyl}-azetidine-3-carboxylic acid methyl ester), [OH-].[Li+] (lithium hydroxide). Solvent: C1CCOC1.CO.O (THF MeOH H2O). Run at time 24 hour. Product: ClC=1C=C(C=C(C1Cl)Cl)C1(CC(=NO1)C1=CC=C(C=C1)N1CC(C1)C(=O)O)C(F)(F)F (1-{4-[5-(3,4,5-trichloro-phenyl)-5-trifluoromethyl-4,5-dihydro-isoxazol-3-yl]-phenyl}-azetidine-3-carboxylic acid). The yield is 84.4%. RXN SMILES: C[O:2][C:3]([CH:5]1[CH2:8][N:7]([C:9]2[CH:14]=[CH:13][C:12]([C:15]3[CH2:19][C:18]([C:24]4[CH:29]=[C:28]([Cl:30])[C:27]([Cl:31])=[C:26]([Cl:32])[CH:25]=4)([C:20]([F:23])([F:22])[F:21])[O:17][N:16]=3)=[CH:11][CH:10]=2)[CH2:6]1)=[O:4].[OH-].[Li+]>C1COCC1.CO.O>[Cl:32][C:26]1[CH:25]=[C:24]([C:18]2([C:20]([F:21])([F:23])[F:22])[O:17][N:16]=[C:15]([C:12]3[CH:13]=[CH:14][C:9]([N:7]4[CH2:6][CH:5]([C:3]([OH:4])=[O:2])[CH2:8]4)=[CH:10][CH:11]=3)[CH2:19]2)[CH:29]=[C:28]([Cl:30])[C:27]=1[Cl:31] |f:1.2,3.4.5|. Procedure: To a stirred suspension of 1-{4-[5-(3,4,5-trichloro-phenyl)-5-trifluoromethyl-4,5-dihydro-isoxazol-3-yl]-phenyl}-azetidine-3-carboxylic acid methyl ester (Preparation 11, 1.91 g, 3.77 mmol) in THF:MeOH:H2O (1:1:1, 60 mL) was added lithium hydroxide (0.791 g, 18.87 mmol) at room temperature and stirred at room temperature for 24 hours. After consumption of starting material, reaction mixture was concentrated in vacuo; suspension was diluted with water (20 mL) and acidified with 1N HCl up to pH ˜4... The reactants are [BH]C#N, CCOC(=O)C(=O)CCc1ccccc1, CCO, CC(=O)O, Cl, Cl, CCOC(=O)CN1C(=O)C(N)CSc2ccccc21, [Na+], [Na+], [Na], O=C([O-])[O-]. Yields the product CCOC(=O)CN1C(=O)C(NC(CCc2ccccc2)C(=O)OCC)CSc2ccccc21. Reaction SMILES: [BH:42][C:43]#[N:44].[CH2:21]([c:22]1[cH:23][cH:24][cH:25][cH:26][cH:27]1)[CH2:28][C:29]([C:30](=[O:31])[O:32][CH2:33][CH3:34])=[O:35].[CH3:47][CH2:48][OH:49].[CH3:50][C:51](=[O:52])[OH:53].[ClH:1].[ClH:46].[NH2:2][CH:3]1[CH2:4][S:5][c:6]2[c:7]([cH:17][cH:18][cH:19][cH:20]2)[N:8]([CH2:11][C:12](=[O:13])[O:14][CH2:15][CH3:16])[C:9]1=[O:10].[Na+:36].[Na+:37].[Na:45].[O-:38][C:39](=[O:40])[O-:41]>>[NH:2]([CH:3]1[CH2:4][S:5][c:6]2[c:7]([cH:17][cH:18][cH:19][cH:20]2)[N:8]([CH2:11][C:12](=[O:13])[O:14][CH2:15][CH3:16])[C:9]1=[O:10])[CH:29]([CH2:28][CH2:21][c:22]1[cH:23][cH:24][cH:25][cH:26][cH:27]1)[C:30](=[O:31])[O:32][CH2:33][CH3:34]. Reactants: [H][H] (hydrogen), CC1=C(C(=C(C(=C1Cl)O)C/C=C(\C)/CCC=C(C)C)O)C=O (colletochlorin B). The reagents and catalysts are [Pd] (Pd/C). Run in C(C)O (ethanol). Yields the product ClC=1C(=C(C=O)C(=C(C1O)CCC(CCCC(C)C)C)O)C (3-chloro-4,6-dihydroxy-5-(3,7-dimethyloctyl)-2-methylbenzaldehyde), solid. Yield: 22.0%. Reaction SMILES: [CH3:1][C:2]1[C:7]([Cl:8])=[C:6]([OH:9])[C:5]([CH2:10]/[CH:11]=[C:12](/[CH2:14][CH2:15][CH:16]=[C:17]([CH3:19])[CH3:18])\[CH3:13])=[C:4]([OH:20])[C:3]=1[CH:21]=[O:22].[H][H]>[Pd].C(O)C>[Cl:8][C:7]1[C:2]([CH3:1])=[C:3]([C:4]([OH:20])=[C:5]([CH2:10][CH2:11][CH:12]([CH3:13])[CH2:14][CH2:15][CH2:16][CH:17]([CH3:19])[CH3:18])[C:6]=1[OH:9])[CH:21]=[O:22]. Procedure: An ethanol solution (24.5 ml) of colletochlorin B (991 mg, 3.07 mmol) described in H. Saimoto et al., Bull. Chem. Soc. Jpn., 67, 1178 (1994) was stirred in the presence of 5% Pd/C (496 mg) at 0° C. in a hydrogen atmosphere for 4.5 hours. After the catalyst was separated by filtration with the use of Celite, the filtrate was concentrated to obtain a crude product (963 mg). This product was purified by silica gel column chromatography (hexane:diethyl ether=30:1) to obtain 3-chloro-4,6-dihydroxy-5-... Reactants: solution, monomers, [O-]O.C1(=CC=CC=C1)C(C)C (cumene hydroperoxide), brominated styrene, C1=CC(=CC=C1Cl)Cl (dichlorobenzene), C(C(=C)C)(=O)OCC1CO1 (glycidyl methacrylate), 2,4-diphenyl-4-methyl-l-pentane, VAZO-52, azo, initiator, [O-]O.C1(=CC=CC=C1)C(C)C (cumene hydroperoxide). Conditions: temperature 900 celsius. Yields the product CC(=C)C1=CC=CC=C1.CC(=C)C1=CC=CC=C1 (α-Methyl Styrene Dimer). Reaction SMILES: [O-]O.[C:3]1([CH:9]([CH3:11])[CH3:10])[CH:8]=[CH:7][CH:6]=[CH:5][CH:4]=1.C1C(Cl)=CC=C(Cl)C=1.C(OCC1OC1)(=O)C(C)=C>>[CH3:11][C:9]([C:3]1[CH:8]=[CH:7][CH:6]=[CH:5][CH:4]=1)=[CH2:10].[CH3:11][C:9]([C:3]1[CH:8]=[CH:7][CH:6]=[CH:5][CH:4]=1)=[CH2:10] |f:0.1,4.5|. Procedure: A high temperature initiator, cumene hydroperoxide, was included in this run to drive the polymerization further towards completion and to reduce residual monomer. The flask was charged with brominated styrene monomer (10002.6), dichlorobenzene (497 g), glycidyl methacrylate (5.13 g, 0.0360 mol), 2,4-diphenyl-4-methyl-l-pentane (20.26 g, 0.08571 mol), VAZO-52™ azo type initiator (1.05 g, 4.22 mmol) and cumene hydroperoxide (1.06 g, 6.96 mmol). In one embodiment, the monomer/polymerization initia... The reactants are C(C1=CC=CC=C1)OC1=CC=C(C(=O)Cl)C=C1 (4-benzyloxybenzoyl chloride), C1(CCCC1)O (Cyclopentanol), ice water. Run in N1=CC=CC=C1 (pyridine). Product: C1(CCCC1)OC(=O)C1=CC=C(OCC2=CC=CC=C2)C=C1 (4-Cyclopentyloxycarbonylphenoxy-phenyl methane). Reaction SMILES: [CH:1]1([OH:6])[CH2:5][CH2:4][CH2:3][CH2:2]1.[CH2:7]([O:14][C:15]1[CH:23]=[CH:22][C:18]([C:19](Cl)=[O:20])=[CH:17][CH:16]=1)[C:8]1[CH:13]=[CH:12][CH:11]=[CH:10][CH:9]=1>N1C=CC=CC=1>[CH:1]1([O:6][C:19]([C:18]2[CH:22]=[CH:23][C:15]([O:14][CH2:7][C:8]3[CH:13]=[CH:12][CH:11]=[CH:10][CH:9]=3)=[CH:16][CH:17]=2)=[O:20])[CH2:5][CH2:4][CH2:3][CH2:2]1. Procedure details: Cyclopentanol (2.58g.; 0.03 m) was dissolved in pyridine (50 ml), 4-benzyloxybenzoyl chloride (6.76g; 0.03 m) was added and the mixture was boiled under reflux 6 hours. The resulting mixture was added to ice-water, extracted with ether, the organic extract washed with 2×100 ml. of 2N hydrochloric acid, 2×100 ml. saturated sodium bicarbonate solution and 1×100 ml. of water, dried (MgSO4) and evaporated. The ester was purified by elution from a column of silica in toluene. The reactants are CO (MeOH), C(=O)([O-])[O-].[K+].[K+] (K2CO3), C(C1=CC=CC=C1)NC(=O)C1CN(CCN1C)CCCC1=CNC2=CC=C(C=C12)N1C=NN=C1 (3-(N-benzylaminocarbonyl)-4-methyl-1-[3-(5-(1,2,4-triazol-4-yl)-1H-indol-3-yl)propyl]piperazine), B.C1CCOC1 (borane THF), solution. Solvent: C1CCOC1 (THF), C1CCOC1 (THF). The product is C(C1=CC=CC=C1)NCC1CN(CCN1C)CCCC1=CNC2=CC=C(C=C12)N1C=NN=C1 (3-(N-Benzylaminomethyl)-4-methyl-1-[3-(5-(1,2,4-triazol-4-yl)-1H -indol-3-yl)propyl]piperazine). Isolated yield 45.1%. As a reaction SMILES: [CH2:1]([NH:8][C:9]([CH:11]1[N:16]([CH3:17])[CH2:15][CH2:14][N:13]([CH2:18][CH2:19][CH2:20][C:21]2[C:29]3[C:24](=[CH:25][CH:26]=[C:27]([N:30]4[CH:34]=[N:33][N:32]=[CH:31]4)[CH:28]=3)[NH:23][CH:22]=2)[CH2:12]1)=O)[C:2]1[CH:7]=[CH:6][CH:5]=[CH:4][CH:3]=1.B.C1COCC1.CO.C([O-])([O-])=O.[K+].[K+]>C1COCC1>[CH2:1]([NH:8][CH2:9][CH:11]1[N:16]([CH3:17])[CH2:15][CH2:14][N:13]([CH2:18][CH2:19][CH2:20][C:21]2[C:29]3[C:24](=[CH:25][CH:26]=[C:27]([N:30]4[CH:31]=[N:32][N:33]=[CH:34]4)[CH:28]=3)[NH:23][CH:22]=2)[CH2:12]1)[C:2]1[CH:3]=[CH:4][CH:5]=[CH:6][CH:7]=1 |f:1.2,4.5.6|. Procedure details: To a solution of 3-(N-benzylaminocarbonyl)-4-methyl-1-[3-(5-(1,2,4-triazol-4-yl)-1H-indol-3-yl)propyl]piperazine (29 mg, 0.06 mmol) in THF (5 mL) at room temperature, under nitrogen, was added borane-THF (1.0 mL of a 1.0M solution in THF, 1.0 mmol). The mixture was heated at reflux for 18 h, then cooled to room temperature. MeOH (2 mL) was added and the solvents evaporated. The residue was dissolved in EtOH (10 mL), and K2CO3 (17 mg, 0.13 mmol) was added. The mixture was heated at 75° C. for 20 ... Reactants: BrC1=CC=CC(=N1)C(C(=O)OC)O (methyl 2-(6-bromopyridin-2-yl)-2-hydroxyacetate), [NH4+].[Cl-] (NH4Cl), N (NH3). Run in CO (MeOH). Yields the product BrC1=CC=CC(=N1)C(C(=O)N)O (2-(6-bromopyridin-2-yl)-2-hydroxyacetamide). As a reaction SMILES: [Br:1][C:2]1[N:7]=[C:6]([CH:8]([OH:13])[C:9](OC)=[O:10])[CH:5]=[CH:4][CH:3]=1.[NH4+:14].[Cl-].N>CO>[Br:1][C:2]1[N:7]=[C:6]([CH:8]([OH:13])[C:9]([NH2:14])=[O:10])[CH:5]=[CH:4][CH:3]=1 |f:1.2|. Reported procedure: A mixture of methyl 2-(6-bromopyridin-2-yl)-2-hydroxyacetate (0.5, g, 2.03 mmol), NH4Cl (0.1, g) and NH3, (4N in MeOH) was shaken at room temperature over night. The solvent was removed under vacuum then added water (5, mL) and CHCl3, (20, mL) The organic layer was concentrated and purified by chromatographed over silica gel with 50% EtOAc in hexanes to yield 2-(6-bromopyridin-2-yl)-2-hydroxyacetamide as a yellow solid (0.2, g, 16%). 1H NMR (600, MHz, DMSO-d6) 7.77, (1H, dd, J=7.8, & 8.4, Hz), 7... Reactants: [BH4-].[Na+] (NaBH4), [BH4-].[Na+] (NaBH4), COC1=CC=C(C=C1)C(C1=CC=CC=C1)=O (p-methoxybenzophenone), C(Cl)(Cl)Cl (CHCl3). The solvent is CO (MeOH). Run at time 2 hour. The product is COC1=CC=C(C(C2=CC=CC=C2)O)C=C1 (p-methoxybenzhydryl alcohol). Yield: 99.8%. As a reaction SMILES: [BH4-].[Na+].[CH3:3][O:4][C:5]1[CH:10]=[CH:9][C:8]([C:11](=[O:18])[C:12]2[CH:17]=[CH:16][CH:15]=[CH:14][CH:13]=2)=[CH:7][CH:6]=1.C(Cl)(Cl)Cl>CO>[CH3:3][O:4][C:5]1[CH:10]=[CH:9][C:8]([CH:11]([OH:18])[C:12]2[CH:17]=[CH:16][CH:15]=[CH:14][CH:13]=2)=[CH:7][CH:6]=1 |f:0.1|. Procedure: Solid NaBH4 (2.55 g, 0.067 mol) was added portion-wise to a solution of p-methoxybenzophenone (25.14 g, 0.118 mol) in MeOH (150 mL) at room temperature over 10 min. After the exothermic reaction had subsided, the reaction mixture was stirred at room temperature for 2 h. TLC (SiO2, CHCl3) indicated incomplete reaction; therefore, additional NaBH4 (2.55 g) was added and the reaction mixture was stirred at room temperature an additional 2 h. The MeOH was evaporated and the residue partitioned betwe...